The task is: describe an organic reaction: reactants, conditions, products, and yield. This data is from the Open Reaction Database (ORD), a public repository of structured organic reaction records. The reactants are C1CCOC1, O=[N+]([O-])c1ccc(NS(=O)(=O)c2cccc(Cl)c2Cl)c(F)c1. Yields the product Nc1ccc(NS(=O)(=O)c2cccc(Cl)c2Cl)c(F)c1. Reaction SMILES: [CH2:23]1[O:24][CH2:25][CH2:26][CH2:27]1.[Cl:1][c:2]1[c:3]([S:9](=[O:10])(=[O:11])[NH:12][c:13]2[c:14]([F:22])[cH:15][c:16]([N+:19]([O-:20])=[O:21])[cH:17][cH:18]2)[cH:4][cH:5][cH:6][c:7]1[Cl:8]>>[Cl:1][c:2]1[c:3]([S:9](=[O:10])(=[O:11])[NH:12][c:13]2[c:14]([F:22])[cH:15][c:16]([NH2:19])[cH:17][cH:18]2)[cH:4][cH:5][cH:6][c:7]1[Cl:8]. Starting materials: CON=CC=1CS[C@H]2N(C1C(=O)O)C([C@H]2NC(CC=2SC=CC2)=O)=O (3-methoxyiminomethyl-7β-(2-thienylacetamido)-3-cephem-4-carboxylic acid), [OH-].[Na+] (sodium hydroxide). Solvent: O (water). Yields the product CON=CC=1CS[C@H]2N(C1C(=O)[O-])C([C@H]2NC(CC=2SC=CC2)=O)=O.[Na+] (sodium 3-methoxyiminomethyl-7β-(2-thienylacetamido)-3-cephem-4-carboxylate). RXN SMILES: [CH3:1][O:2][N:3]=[CH:4][C:5]1[CH2:6][S:7][C@@H:8]2[C@H:15]([NH:16][C:17](=[O:24])[CH2:18][C:19]3[S:20][CH:21]=[CH:22][CH:23]=3)[C:14](=[O:25])[N:9]2[C:10]=1[C:11]([OH:13])=[O:12].[OH-].[Na+:27]>O>[CH3:1][O:2][N:3]=[CH:4][C:5]1[CH2:6][S:7][C@@H:8]2[C@H:15]([NH:16][C:17](=[O:24])[CH2:18][C:19]3[S:20][CH:21]=[CH:22][CH:23]=3)[C:14](=[O:25])[N:9]2[C:10]=1[C:11]([O-:13])=[O:12].[Na+:27] |f:1.2,4.5|. Procedure details: A solution of 3-methoxyiminomethyl-7β-(2-thienylacetamido)-3-cephem-4-carboxylic acid (1 g) in water (100 ml) is neutralized with aqueous 2N-sodium hydroxide to pH 6.5. The solution is lyophylized to give a solid mass of sodium 3-methoxyiminomethyl-7β-(2-thienylacetamido)-3-cephem-4-carboxylate (1.1 g) which is readily soluble in water. Reactants: CN(C)c1ccncc1, O=C(Nc1ccc(Cl)c(Cl)c1)c1cc(Cl)ccc1O, COc1cc2nccc(Cl)c2cc1OC, Clc1ccccc1Cl. Yields the product COc1cc2nccc(Oc3ccc(Cl)cc3C(=O)Nc3ccc(Cl)c(Cl)c3)c2cc1OC. As a reaction SMILES: [CH3:35][N:36]([CH3:37])[c:38]1[cH:39][cH:40][n:41][cH:42][cH:43]1.[Cl:16][c:17]1[cH:18][c:19]([NH:20][C:21]([c:22]2[c:23]([OH:24])[cH:25][cH:26][c:27]([Cl:29])[cH:28]2)=[O:30])[cH:31][cH:32][c:33]1[Cl:34].[Cl:1][c:2]1[cH:3][cH:4][n:5][c:6]2[cH:7][c:8]([O:14][CH3:15])[c:9]([O:12][CH3:13])[cH:10][c:11]12.[Cl:44][c:45]1[cH:46][cH:47][cH:48][cH:49][c:50]1[Cl:51]>>[c:2]1([O:24][c:23]2[c:22]([C:21]([NH:20][c:19]3[cH:18][c:17]([Cl:16])[c:33]([Cl:34])[cH:32][cH:31]3)=[O:30])[cH:28][c:27]([Cl:29])[cH:26][cH:25]2)[cH:3][cH:4][n:5][c:6]2[cH:7][c:8]([O:14][CH3:15])[c:9]([O:12][CH3:13])[cH:10][c:11]12. Starting materials: FC(C(=O)NCCC1=C(C=C(C=C1)Cl)I)(F)F (N-trifluoroacetyl-2-iodo-4-chlorophenethylamine), C(=O)([O-])[O-].[K+].[K+] (K2CO3), C(C=CC)Br (crotyl bromide). The solvent is CN(C=O)C (dimethylformamide), CCOC(=O)C (EtOAc). Run at time 16 hour. Yields the product C(C=CC)N(C(C(F)(F)F)=O)CCC1=C(C=C(C=C1)Cl)I (N-Crotyl,N-trifluoroacetyl-2-iodo-4-chlorophenethylamine). Yield: 36.7%. Reaction SMILES: [F:1][C:2]([F:17])([F:16])[C:3]([NH:5][CH2:6][CH2:7][C:8]1[CH:13]=[CH:12][C:11]([Cl:14])=[CH:10][C:9]=1[I:15])=[O:4].C([O-])([O-])=O.[K+].[K+].[CH2:24](Br)[CH:25]=[CH:26][CH3:27]>CN(C)C=O.CCOC(C)=O>[CH2:24]([N:5]([CH2:6][CH2:7][C:8]1[CH:13]=[CH:12][C:11]([Cl:14])=[CH:10][C:9]=1[I:15])[C:3](=[O:4])[C:2]([F:16])([F:1])[F:17])[CH:25]=[CH:26][CH3:27] |f:1.2.3|. Procedure details: A solution of N-trifluoroacetyl-2-iodo-4-chlorophenethylamine (6.2 g, 15.8 mmol) in dimethylformamide (350 mL) was treated with K2CO3 (15.8 g, 114 mmol) and crotyl bromide (6.0 g, 44 mmol) sequentially, the mixture was stirred at 60 C for 16 hours and then cooled to 20 C. The mixture was diluted with EtOAc (350 mL), washed with water (3×300 mL), dried with Na2SO4 and concentrated. Flash chromatography (5-15% EtOAc in hexane) resulted in 2.5 g of a clear oil. MS calculated for C14H14ClF3INO+H: 43...